describe an organic reaction: reactants, conditions, products, and yield From a dataset of the Open Reaction Database (ORD), a public repository of structured organic reaction records. The reactants are CCO, CCOC(=O)CCc1ccc(NCc2ccc(Cn3nc(-c4ccc(C(F)(F)F)cc4)cc3CCc3ccccc3)cc2)cc1F, [Na+], C1CCOC1, [OH-], O, O=C(O)CC(O)(CC(=O)O)C(=O)O. Yields the product O=C(O)CCc1ccc(NCc2ccc(Cn3nc(-c4ccc(C(F)(F)F)cc4)cc3CCc3ccccc3)cc2)cc1F. Reaction SMILES: [CH3:63][CH2:64][OH:65].[F:1][c:2]1[c:3]([CH2:40][CH2:41][C:42](=[O:43])[O:44][CH2:45][CH3:46])[cH:4][cH:5][c:6]([NH:8][CH2:9][c:10]2[cH:11][cH:12][c:13]([CH2:16][n:17]3[n:18][c:19](-[c:30]4[cH:31][cH:32][c:33]([C:36]([F:37])([F:38])[F:39])[cH:34][cH:35]4)[cH:20][c:21]3[CH2:22][CH2:23][c:24]3[cH:25][cH:26][cH:27][cH:28][cH:29]3)[cH:14][cH:15]2)[cH:7]1.[Na+:48].[O:66]1[CH2:67][CH2:68][CH2:69][CH2:70]1.[OH-:47].[OH2:49].[OH:50][C:51]([CH2:52][C:53]([C:54](=[O:55])[OH:56])([CH2:57][C:58](=[O:59])[OH:60])[OH:61])=[O:62]>>[F:1][c:2]1[c:3]([CH2:40][CH2:41][C:42](=[O:43])[OH:44])[cH:4][cH:5][c:6]([NH:8][CH2:9][c:10]2[cH:11][cH:12][c:13]([CH2:16][n:17]3[n:18][c:19](-[c:30]4[cH:31][cH:32][c:33]([C:36]([F:37])([F:38])[F:39])[cH:34][cH:35]4)[cH:20][c:21]3[CH2:22][CH2:23][c:24]3[cH:25][cH:26][cH:27][cH:28][cH:29]3)[cH:14][cH:15]2)[cH:7]1. Starting materials: C(#N)C1=CN(C=2N=C(N=C(C21)Cl)Cl)[C@H]2[C@H](OC(C)=O)[C@H](OC(C)=O)[C@H](O2)COC(C)=O (5-Cyano-2,4-dichloro-7-(2,3,5-tri-O-acetyl-β-D-ribofuranosyl)-pyrrolo[2,3-d]pyrimidine), N (ammonia), N (ammonia). The solvent is liquid. Conditions: time 12 hour. Product: C1=C(C2=C(N1C3C(C(C(O3)CO)O)O)N=C(N=C2N)Cl)C#N (2-chloro-toyocamycin). Isolated yield 51.0%. As a reaction SMILES: [C:1]([C:3]1[C:11]2[C:10](Cl)=[N:9][C:8]([Cl:13])=[N:7][C:6]=2[N:5]([C@@H:14]2[O:26][C@H:25]([CH2:27][O:28]C(=O)C)[C@@H:20]([O:21]C(=O)C)[C@H:15]2[O:16]C(=O)C)[CH:4]=1)#[N:2].[NH3:32]>>[CH:4]1[N:5]([CH:14]2[O:26][CH:25]([CH2:27][OH:28])[CH:20]([OH:21])[CH:15]2[OH:16])[C:6]2[N:7]=[C:8]([Cl:13])[N:9]=[C:10]([NH2:32])[C:11]=2[C:3]=1[C:1]#[N:2]. Reported procedure: 5-Cyano-2,4-dichloro-7-(2,3,5-tri-O-acetyl-β-D-ribofuranosyl)pyrrolo[2,3-d]pyrimidine (5, 2.85 g) was covered with 50 ml of liquid ammonia and the solution was allowed to stand at room temperature for 12 hr while sealed in a steel vessel. The excess ammonia was allowed to evaporate and the residue was triturated with 50 ml of cold water. The water insoluble solid was collected by filtration, washed with 10 ml of water and dissolved in a minimum amount of boiling methanol. The methanol solution w...